This data is from the Open Reaction Database (ORD), a public repository of structured organic reaction records. The task is: describe an organic reaction: reactants, conditions, products, and yield Starting materials: quaternary ammonium halide, [OH-].[K+] (potassium hydroxide), C(C)(C)(C)Br (tertiary-butyl bromide), C1=CC=CC1 (cyclopentadiene), [OH-].[K+] (potassium hydroxide). The solvent is CCCCC (pentane). Reaction conditions: time 45 minute. Yields the product crude material, C(C)(C)(C)C1(C=CC=C1)C(C)(C)C (di(tert-butyl)-cyclopentadiene). As a reaction SMILES: [CH:1]1[CH2:5][CH:4]=[CH:3][CH:2]=1.[OH-].[K+].[C:8](Br)([CH3:11])([CH3:10])[CH3:9]>CCCCC>[C:8]([C:2]1([C:8]([CH3:11])([CH3:10])[CH3:9])[CH:1]=[CH:5][CH:4]=[CH:3]1)([CH3:11])([CH3:10])[CH3:9] |f:1.2|. Procedure: In this example, freshly distilled cyclopentadiene, a 50 wt % aqueous solution of potassium hydroxide, and tertiary-butyl bromide in the molar ratio of 1:40:5 were stirred together in a reactor. The quaternary ammonium halide, Adogen® 464 is added in the amount of one gram per mole of the potassium hydroxide. These reactants were stirred together and heated to 60° for 75 minutes and then at 100° for an additional 45 minutes. During the reaction foaming may occur which should be controlled. The r... Starting materials: Cl2Pd(AmPhos), BrC1=C2C(=CN=CC2=CC=C1)C (5-bromo-4-methylisoquinoline), COC1=C(C=CC(=C1)C(F)(F)F)B(O)O ((2-methoxy-4-(trifluoromethyl)phenyl)boronic acid), P(=O)([O-])([O-])[O-].[K+].[K+].[K+] (potassium phosphate), C(=O)(C(F)(F)F)O (TFA), C(=O)(C(F)(F)F)O (TFA). Reagents/catalysts: [Pt](=O)=O (platinum(IV) oxide), [Pt](=O)=O (platinum(IV) oxide). Solvent: O1CCOCC1 (dioxane), CCCCCCC (heptane). Conditions: time 6 hour. Yields the product COC1=C(C=CC(=C1)C(F)(F)F)C1=C2C(CNCC2=CC=C1)C (racemic 5-(2-methoxy-4-(trifluoromethyl)phenyl)-4-methyl-1,2,3,4-tetrahydroisoquinoline). Isolated yield 125.1%. RXN SMILES: Br[C:2]1[CH:11]=[CH:10][CH:9]=[C:8]2[C:3]=1[C:4]([CH3:12])=[CH:5][N:6]=[CH:7]2.[CH3:13][O:14][C:15]1[CH:20]=[C:19]([C:21]([F:24])([F:23])[F:22])[CH:18]=[CH:17][C:16]=1B(O)O.P([O-])([O-])([O-])=O.[K+].[K+].[K+].C(O)(C(F)(F)F)=O>O1CCOCC1.CCCCCCC.[Pt](=O)=O>[CH3:13][O:14][C:15]1[CH:20]=[C:19]([C:21]([F:22])([F:23])[F:24])[CH:18]=[CH:17][C:16]=1[C:2]1[CH:11]=[CH:10][CH:9]=[C:8]2[C:3]=1[CH:4]([CH3:12])[CH2:5][NH:6][CH2:7]2 |f:2.3.4.5|. Reported procedure: A solution of Cl2Pd(AmPhos) (Sigma-Aldrich, St. Louis, Mo., 0.319 g, 0.450 mmol), 5-bromo-4-methylisoquinoline (Frontier Scientific, Logan, Utah, 1.000 g, 4.50 mmol), (2-methoxy-4-(trifluoromethyl)phenyl)boronic acid (Combi-Blocks, San Diego, Calif., 0.990 g, 4.50 mmol), and potassium phosphate (3.82 g, 18.01 mmol) in 10 mL dioxane 5 mL water was heated to 80° C. for overnight. The reaction mixture was diluted with heptane, and the organics were separated then concentrated. The resulting residue... Starting materials: CCNCCO, CC(C)(C)OC(=O)NCc1ccc(-c2ccccc2)c(OCCCCl)c1. Yields the product CCN(CCO)CCCOc1cc(CNC(=O)OC(C)(C)C)ccc1-c1ccccc1. RXN SMILES: [CH2:27]([CH3:28])[NH:29][CH2:30][CH2:31][OH:32].[Cl:1][CH2:2][CH2:3][CH2:4][O:5][c:6]1[c:7](-[c:21]2[cH:22][cH:23][cH:24][cH:25][cH:26]2)[cH:8][cH:9][c:10]([CH2:12][NH:13][C:14]([O:15][C:16]([CH3:17])([CH3:18])[CH3:19])=[O:20])[cH:11]1>>[CH2:2]([CH2:3][CH2:4][O:5][c:6]1[c:7](-[c:21]2[cH:22][cH:23][cH:24][cH:25][cH:26]2)[cH:8][cH:9][c:10]([CH2:12][NH:13][C:14]([O:15][C:16]([CH3:17])([CH3:18])[CH3:19])=[O:20])[cH:11]1)[N:29]([CH2:27][CH3:28])[CH2:30][CH2:31][OH:32].